Task: describe an organic reaction: reactants, conditions, products, and yield. Dataset: the Open Reaction Database (ORD), a public repository of structured organic reaction records The reactants are COC1=NC=CC=C1 (2-Methoxypyridine), C1=CC=CC=2C3C4=CC=CC=C4C(C12)(C3)CN3CCC(CC3)=O (1-(9,10-dihydro-9,10-methanoanthracen-9-ylmethyl)-4-piperidinone), C(C)(C)(C)[Li] (t-butyllithium), BrC1=C(C=C(C=C1C)C)C (bromomesitylene), metal-halogen. The solvent is N1=CC=CC=C1 (pyridine), O1CCCC1 (tetrahydrofuran), O1CCCC1 (tetrahydrofuran). The product is C1=CC=CC=2C3C4=CC=CC=C4C(C12)(C3)CN3CCC(CC3)(O)C=3C(=NC=CC3)OC (1-(9,10-Dihydro-9,10-methanoanthracen-9-ylmethyl)-4-(2-methoxy-3-pyridyl)piperidin-4-ol). Yield: 72.7%. Reaction SMILES: C([Li])(C)(C)C.BrC1C(C)=CC(C)=CC=1C.[CH3:16][O:17][C:18]1[CH:23]=[CH:22][CH:21]=[CH:20][N:19]=1.[CH:24]1[C:37]2[C:36]3([CH2:39][N:40]4[CH2:45][CH2:44][C:43](=[O:46])[CH2:42][CH2:41]4)[CH2:38][CH:29]([C:30]4[C:35]3=[CH:34][CH:33]=[CH:32][CH:31]=4)[C:28]=2[CH:27]=[CH:26][CH:25]=1>O1CCCC1.N1C=CC=CC=1>[CH:34]1[C:35]2[C:36]3([CH2:39][N:40]4[CH2:45][CH2:44][C:43]([C:23]5[C:18]([O:17][CH3:16])=[N:19][CH:20]=[CH:21][CH:22]=5)([OH:46])[CH2:42][CH2:41]4)[CH2:38][CH:29]([C:28]4[C:37]3=[CH:24][CH:25]=[CH:26][CH:27]=4)[C:30]=2[CH:31]=[CH:32][CH:33]=1. Procedure: To a cooled solution (-72° C.) of t-butyllithium (1.7M in pentane, 5.38 mL, 9.15 mmol, 2.8 eq) in tetrahydrofuran (24 mL) under nitrogen was added dropwise bromomesitylene (0.64 mL, 4.18 mmol, 1.3 eq). The metal-halogen exchange reaction was stirred for an additional hour during which time a white precipitate forms. 2-Methoxypyridine (0.50 g, 4.38 mmol, 1.4 eq) was added to this suspension and the resulting reaction was warmed to room temperature and stirred at that temperature for 4 h. The meta...